Dataset: the Open Reaction Database (ORD), a public repository of structured organic reaction records. Task: describe an organic reaction: reactants, conditions, products, and yield Run at temperature 130 celsius, time 3 hour. Reactants: C(CCC=C)[C@@H]1CC[C@H](CC1)[C@@H]1CC[C@H](CC1)C#N (trans-4-[trans-4-(4-pentenyl)-cyclohexyl]-cyclohexanecarbonitrile), [OH-].[K+] (potassium hydroxide), C(COCCO)O (diethylene glycol), Cl (hydrochloric acid), ice water. As a reaction SMILES: [CH2:1]([C@H:6]1[CH2:11][CH2:10][C@H:9]([C@H:12]2[CH2:17][CH2:16][C@H](C#N)[CH2:14][CH2:13]2)[CH2:8][CH2:7]1)[CH2:2][CH2:3][CH:4]=[CH2:5].[OH-:20].[K+].Cl.C(O)CO[CH2:26][CH2:27][OH:28]>>[CH2:1]([C@H:6]1[CH2:11][CH2:10][C@H:9]([C@H:12]2[CH2:17][CH2:16][C@H:26]([C:27]([OH:28])=[O:20])[CH2:14][CH2:13]2)[CH2:8][CH2:7]1)[CH2:2][CH2:3][CH:4]=[CH2:5] |f:1.2|. Product: C(CCC=C)[C@@H]1CC[C@H](CC1)[C@@H]1CC[C@H](CC1)C(=O)O (trans-4-[trans-4-(4-pentenyl)cyclohexyl]cyclohexanecarboxylic acid). Procedure details: A solution of 1.71 g of trans-4-[trans-4-(4-pentenyl)-cyclohexyl]-cyclohexanecarbonitrile (prepared according to Example 2) in 30 ml if diethylene glycol was treated with 3.11 g of potassium hydroxide and stirred at 130° C. for 3 hours. The mixture was then poured on to ice-water, acidified with 25 percent hydrochloric acid and extracted three times with diethyl ether. The organic phases were combined, washed three times with water, dried over magnesium sulfate and evaporated. Recrystallization ...